From a dataset of the Open Reaction Database (ORD), a public repository of structured organic reaction records. describe an organic reaction: reactants, conditions, products, and yield Product: CC=1C=C(OC(C(=O)OC)C2=CC=C(C=C2)OC2=CC=C(C=C2)Cl)C=C(C1Cl)C (Methyl α-(3,5-dimethyl-4-chlorophenoxy)-α-[p-(p-chlorophenoxy)phenyl]acetate). Starting materials: BrC(C(=O)OC)C1=CC=C(C=C1)OC1=CC=C(C=C1)Cl (methyl α-bromo-α-[p-(p-chlorophenoxy)phenyl]acetate), C[O-].[Na+] (sodium methoxide), [I-].[K+] (potassium iodide), CC=1C=C(C=C(C1Cl)C)O (3,5-dimethyl-4-chlorophenol). As a reaction SMILES: C[O-].[Na+].[I-].[K+].[CH3:6][C:7]1[CH:8]=[C:9]([OH:15])[CH:10]=[C:11]([CH3:14])[C:12]=1[Cl:13].Br[CH:17]([C:22]1[CH:27]=[CH:26][C:25]([O:28][C:29]2[CH:34]=[CH:33][C:32]([Cl:35])=[CH:31][CH:30]=2)=[CH:24][CH:23]=1)[C:18]([O:20][CH3:21])=[O:19]>CO.C1C=CC=CC=1.O>[CH3:6][C:7]1[CH:8]=[C:9]([CH:10]=[C:11]([CH3:14])[C:12]=1[Cl:13])[O:15][CH:17]([C:22]1[CH:27]=[CH:26][C:25]([O:28][C:29]2[CH:30]=[CH:31][C:32]([Cl:35])=[CH:33][CH:34]=2)=[CH:24][CH:23]=1)[C:18]([O:20][CH3:21])=[O:19] |f:0.1,2.3|. Run in C1=CC=CC=C1 (benzene), O (water), CO (methanol). Reaction conditions: time 1 hour. Reported procedure: To a solution of 1.19 g of sodium methoxide and 50 mg of potassium iodide in 40 ml of methanol is added 3.92 g of 3,5-dimethyl-4-chlorophenol. After one hour, a solution of 7.11 g of methyl α-bromo-α-[p-(p-chlorophenoxy)phenyl]acetate in 10 ml of benzene is added. The solution is refluxed overnight. After cooling to room temperature the mixture is poured into 100 ml of water and extracted with two 60 ml portions of ether. The combined extracts are washed with two 50 ml portions of 5% NaOH, 50 ml...